From a dataset of the Open Reaction Database (ORD), a public repository of structured organic reaction records. describe an organic reaction: reactants, conditions, products, and yield Reactants: N1=CNC(C2=CC3=C(C=C12)C=CC=C3)=O (3H-benzo[g]quinazolin-4-one), C=CC1=CC=CC=C1 (styrene), ClC(C)Cl (dichloroethane). The solvent is C(Cl)(Cl)(Cl)Cl (carbon tetrachloride). Conditions: temperature 22.5 celsius. Yields the product ClC1=NC=NC2=CC3=C(C=C12)C=CC=C3 (4-Chloro-benzo[g]quinazoline). Reaction SMILES: [N:1]1[C:10]2[C:5](=[CH:6][C:7]3[CH:14]=[CH:13][CH:12]=[CH:11][C:8]=3[CH:9]=2)[C:4](=O)[NH:3][CH:2]=1.C=CC1C=CC=CC=1.[Cl:24]C(Cl)C>C(Cl)(Cl)(Cl)Cl>[Cl:24][C:4]1[C:5]2[C:10](=[CH:9][C:8]3[CH:11]=[CH:12][CH:13]=[CH:14][C:7]=3[CH:6]=2)[N:1]=[CH:2][N:3]=1. Procedure details: A mixture of 3H-benzo[g]quinazolin-4-one (1.00 g, 5.07 mmol) and styrene-bound triphenylphosphine (2.53 g (approx. 3 mmoles/g), 7.61 mmol) in 15 mL dichloroethane and 15 mL carbon tetrachloride was heated to reflux for 1 hour, cooled to ambient temperature (20-25° C.) and filtered. Solvents were removed in vacuo to give 4-Chloro-benzo[g]quinazoline: 0.3881 g (36%); 1H NMR (DMSO-d6) δ7.63-7.71 (2H,m), 8.10 (1H, d, J=10 Hz), 8.28 (1H, d, J=10 Hz), 8.32 (1H, s), 8.69 (1H, s), 8.82 (1H, s). The reactants are ClC1=CC2=C(NC(=N2)OC(COCC[Si](C)(C)C)C2(CCNCC2)C2=CC=C(C=C2)C2=CC(=CC=C2)C#N)C=C1Cl (4′-{4-[5,6-dichloro-1-(2-trimethylsilanyl-ethoxymethyl)-1H-benzoimidazol-2-yloxymethyl]-piperidin-4-yl}-biphenyl-3-carbonitrile), C1(CC1)C=O (cyclopropanecarboxaldehyde), [F-].C(CCC)[N+](CCCC)(CCCC)CCCC (tetrabutylammonium fluoride), [BH-](OC(=O)C)(OC(=O)C)OC(=O)C.[Na+] (NaBH(OAc)3). Solvent: ClCCCl (1,2-dichloroethane), C(C)(=O)O (acetic acid), O1CCCC1 (tetrahydrofuran). Conditions: time 1 hour. The product is C1(CC1)CN1CCC(CC1)(COC1=NC2=C(N1)C=C(C(=C2)Cl)Cl)C2=CC=C(C=C2)C2=CC(=CC=C2)C#N (4′-[1-Cyclopropylmethyl-4-(5,6-dichloro-1H-benzoimidazol-2-yloxymethyl)-piperidin-4-yl]-biphenyl-3-carbonitrile). Isolated yield 18.0%. As a reaction SMILES: [Cl:1][C:2]1[C:40]([Cl:41])=[CH:39][C:5]2[NH:6][C:7]([O:9][CH:10]([C:19]3([C:25]4[CH:30]=[CH:29][C:28]([C:31]5[CH:36]=[CH:35][CH:34]=[C:33]([C:37]#[N:38])[CH:32]=5)=[CH:27][CH:26]=4)[CH2:24][CH2:23][NH:22][CH2:21][CH2:20]3)COCC[Si](C)(C)C)=[N:8][C:4]=2[CH:3]=1.[CH:42]1([CH:45]=O)[CH2:44][CH2:43]1.[BH-](OC(C)=O)(OC(C)=O)OC(C)=O.[Na+].[F-].C([N+](CCCC)(CCCC)CCCC)CCC>ClCCCl.O1CCCC1.C(O)(=O)C>[CH:42]1([CH2:45][N:22]2[CH2:23][CH2:24][C:19]([C:25]3[CH:26]=[CH:27][C:28]([C:31]4[CH:36]=[CH:35][CH:34]=[C:33]([C:37]#[N:38])[CH:32]=4)=[CH:29][CH:30]=3)([CH2:10][O:9][C:7]3[NH:8][C:4]4[CH:3]=[C:2]([Cl:1])[C:40]([Cl:41])=[CH:39][C:5]=4[N:6]=3)[CH2:20][CH2:21]2)[CH2:44][CH2:43]1 |f:2.3,4.5|. Procedure: To a solution of 0.045 g of 4′-{4-[5,6-dichloro-1-(2-trimethylsilanyl-ethoxymethyl)-1H-benzoimidazol-2-yloxymethyl]-piperidin-4-yl}-biphenyl-3-carbonitrile 55 (0.073 mmol, 1 eq) in 0.5 mL of 1,2-dichloroethane at room temperature was added 6.6 μL of cyclopropanecarboxaldehyde (0.088 mmol, 1.2 eq) and acetic acid (0.005 mL, 1% v/v). The mixture was stirred at room temperature for 1 h followed by the addition of 0.023 g of NaBH(OAc)3 (0.105 mmol, 1.5 eq). The reaction was stirred at room temperatu... Starting materials: CC1=C(C=C(C=C1)C=1OC(=NN1)C)C1=CC=C(C=C1)C(=O)O (2′-methyl-5′-(5-methyl-1,3,4-oxadiazol-2-yl)-1,1′-biphenyl-4-carboxylic acid), CC=1C=C(CN)C=CC1 (3-methylbenzylamine). Yields the product CC1=C(C=C(C=C1)C=1OC(=NN1)C)C1=CC=C(C=C1)C(=O)NCC1=CC(=CC=C1)C (2′-Methyl-N-(3-methylbenzyl)-5′-(5-methyl-1,3,4-oxadiazol-2-yl)-1,1′-biphenyl-4-carboxamide). Reaction SMILES: [CH3:1][C:2]1[CH:7]=[CH:6][C:5]([C:8]2[O:9][C:10]([CH3:13])=[N:11][N:12]=2)=[CH:4][C:3]=1[C:14]1[CH:19]=[CH:18][C:17]([C:20](O)=[O:21])=[CH:16][CH:15]=1.[CH3:23][C:24]1[CH:25]=[C:26]([CH:29]=[CH:30][CH:31]=1)[CH2:27][NH2:28]>>[CH3:1][C:2]1[CH:7]=[CH:6][C:5]([C:8]2[O:9][C:10]([CH3:13])=[N:11][N:12]=2)=[CH:4][C:3]=1[C:14]1[CH:19]=[CH:18][C:17]([C:20]([NH:28][CH2:27][C:26]2[CH:29]=[CH:30][CH:31]=[C:24]([CH3:23])[CH:25]=2)=[O:21])=[CH:16][CH:15]=1. Procedure: 2′-Methyl-N-(3-methylbenzyl)-5′-(5-methyl-1,3,4-oxadiazol-2-yl)-1,1′-biphenyl-4-carboxamide was prepared from 2′-methyl-5′-(5-methyl-1,3,4-oxadiazol-2-yl)-1,1′-biphenyl-4-carboxylic acid and 3-methylbenzylamine using method N. NMR; δH [2H6]—DMSO 9.11,(1H, t), 8.00,(2H, d), 7.90,(1H, dd), 7.77,(1H, d), 7.56-7.51,(3H, m), 7.21,(1H, t), 7.14-7.11,(2H, m), 7.05,(1H, d), 4.47,(2H, d), 2.56,(3H, s), 2.31, (3H, s), 2.29,(3H, s). LCMS; retention time 3.48 min, MH+ 398. Reactants: CC[SiH](CC)CC, CCOC(C)=O, O=C(CCl)c1c[nH]c2ncccc12, O=C(O)C(F)(F)F, [Na+], [Na+], O=C([O-])[O-]. The product is c1cnc2[nH]ccc2c1. As a reaction SMILES: [CH2:14]([SiH:15]([CH2:16][CH3:17])[CH2:18][CH3:19])[CH3:20].[CH3:28][CH2:29][O:30][C:31]([CH3:32])=[O:33].[Cl:1][CH2:2][C:3](=[O:4])[c:5]1[cH:6][nH:7][c:8]2[n:9][cH:10][cH:11][cH:12][c:13]12.[F:21][C:22]([F:23])([F:24])[C:25]([OH:26])=[O:27].[Na+:34].[Na+:35].[O-:36][C:37](=[O:38])[O-:39]>>[cH:5]1[cH:6][nH:7][c:8]2[n:9][cH:10][cH:11][cH:12][c:13]12. Reactants: CC(C)(C)OC(=O)N1CCN(c2ccc3[nH]ccc3c2)C(Cc2ccccc2)C1, ClCCl, O=C(O)C(F)(F)F. The product is c1ccc(CC2CNCCN2c2ccc3[nH]ccc3c2)cc1. RXN SMILES: [C:1]([O:2][C:3](=[O:4])[N:8]1[CH2:9][CH:10]([CH2:23][c:24]2[cH:25][cH:26][cH:27][cH:28][cH:29]2)[N:11]([c:14]2[cH:15][c:16]3[cH:17][cH:18][nH:19][c:20]3[cH:21][cH:22]2)[CH2:12][CH2:13]1)([CH3:5])([CH3:6])[CH3:7].[CH2:37]([Cl:38])[Cl:39].[F:30][C:31]([F:32])([F:33])[C:34]([OH:35])=[O:36]>>[NH:8]1[CH2:9][CH:10]([CH2:23][c:24]2[cH:25][cH:26][cH:27][cH:28][cH:29]2)[N:11]([c:14]2[cH:15][c:16]3[cH:17][cH:18][nH:19][c:20]3[cH:21][cH:22]2)[CH2:12][CH2:13]1. Reactants: COC(=O)C(Cc1ccccc1)NC(=O)C(N)CC(=O)O, Cl, [Na+], [Na+], O=C([O-])[O-], O, O, O. Product: COC(=O)C(Cc1ccccc1)NC(=O)C(N)CC(=O)O. As a reaction SMILES: [CH3:4][O:5][C:6]([CH:7]([NH:8][C:9]([CH:10]([NH2:11])[CH2:12][C:13]([OH:14])=[O:15])=[O:16])[CH2:17][c:18]1[cH:19][cH:20][cH:21][cH:22][cH:23]1)=[O:24].[ClH:3].[Na+:26].[Na+:27].[O-:28][C:29](=[O:30])[O-:31].[OH2:1].[OH2:25].[OH2:2]>>[CH3:4][O:5][C:6]([CH:7]([NH:8][C:9]([CH:10]([NH2:11])[CH2:12][C:13](=[O:14])[OH:15])=[O:16])[CH2:17][c:18]1[cH:19][cH:20][cH:21][cH:22][cH:23]1)=[O:24].